Dataset: the Open Reaction Database (ORD), a public repository of structured organic reaction records. Task: describe an organic reaction: reactants, conditions, products, and yield Reactants: O=C1N(C(CC1)=O)OC(=O)C1=NN(C2=C1CC(C2)=O)S(=O)(=O)C2=CC=C(C=C2)C (5-Oxo-1-(toluene-4-sulfonyl)-1,4,5,6-tetrahydro-cyclopentapyrazole-3-carboxylic acid 2,5-dioxo-pyrrolidin-1-yl ester), [NH4+].[OH-] (NH4OH), O1CCOCC1 (1,4-dioxane). Run at time 15 minute. Product: O=C1CC2=C(C(=NN2S(=O)(=O)C2=CC=C(C=C2)C)C(=O)N)C1 (5-Oxo-1-(toluene-4-sulfonyl)-1,4,5,6-tetrahydro-cyclopentapyrazole-3-carboxylic acid amide). As a reaction SMILES: O=C1CCC(=O)N1OC([C:11]1[C:15]2[CH2:16][C:17](=[O:19])[CH2:18][C:14]=2[N:13]([S:20]([C:23]2[CH:28]=[CH:27][C:26]([CH3:29])=[CH:25][CH:24]=2)(=[O:22])=[O:21])[N:12]=1)=O.[NH4+:30].[OH-].[O:32]1[CH2:37]COCC1>>[O:19]=[C:17]1[CH2:16][C:15]2[C:11]([C:37]([NH2:30])=[O:32])=[N:12][N:13]([S:20]([C:23]3[CH:24]=[CH:25][C:26]([CH3:29])=[CH:27][CH:28]=3)(=[O:22])=[O:21])[C:14]=2[CH2:18]1 |f:1.2|. Procedure details: To a solution of the intermediate from step D above, (380 mg, 0.91 mmol) in 1,4-dioxane (10 mL) was added NH4OH (14.8 N, 10.0 eq, 0.61 mL). A precipitate formed immediately. After stirring at room temperature for 15 minutes the reaction mixture was filtered through a sintered funnel and the precipitate washed with 1,4-dioxane. The filtrate was concentrated in vacuo to give a yellow oil. Reactants: C1CCOC1, CCO, C=Cc1cnn2cc(-c3ccccc3)c(-c3ccc(C=O)cc3)nc12. Yields the product CCc1cnn2cc(-c3ccccc3)c(-c3ccc(C=O)cc3)nc12. Reaction SMILES: [CH2:26]1[O:27][CH2:28][CH2:29][CH2:30]1.[CH3:31][CH2:32][OH:33].[c:1]1(-[c:7]2[c:8](-[c:18]3[cH:19][cH:20][c:21]([CH:22]=[O:23])[cH:24][cH:25]3)[n:9][c:10]3[n:11]([cH:12]2)[n:13][cH:14][c:15]3[CH:16]=[CH2:17])[cH:2][cH:3][cH:4][cH:5][cH:6]1>>[c:1]1(-[c:7]2[c:8](-[c:18]3[cH:19][cH:20][c:21]([CH:22]=[O:23])[cH:24][cH:25]3)[n:9][c:10]3[n:11]([cH:12]2)[n:13][cH:14][c:15]3[CH2:16][CH3:17])[cH:2][cH:3][cH:4][cH:5][cH:6]1. Reactants: C[C@@H](C1=CC=CC=C1)NC(=O)C=1C(=NC(=C(C1)CCl)C)C ((S)-3-[N-(α-methylbenzyl)-carbamoyl]-5-chloromethyl-2,6-dimethylpyridine), CO (methanol), [Na] (sodium), CO (methanol). Yields the product C[C@@H](C1=CC=CC=C1)NC(=O)C=1C(=NC(=C(C1)COC)C)C ((S)-3-[N-(α-methylbenzyl)-carbamoyl]-5-methoxymethyl-2,6-dimethylpyridine). RXN SMILES: [CH3:1][C@H:2]([NH:9][C:10]([C:12]1[C:13]([CH3:21])=[N:14][C:15]([CH3:20])=[C:16]([CH2:18]Cl)[CH:17]=1)=[O:11])[C:3]1[CH:8]=[CH:7][CH:6]=[CH:5][CH:4]=1.[Na].[CH3:23][OH:24]>>[CH3:1][C@H:2]([NH:9][C:10]([C:12]1[C:13]([CH3:21])=[N:14][C:15]([CH3:20])=[C:16]([CH2:18][O:24][CH3:23])[CH:17]=1)=[O:11])[C:3]1[CH:8]=[CH:7][CH:6]=[CH:5][CH:4]=1 |^1:21|. Procedure details: In a 250 ml round-bottomed flask, (S)-3-[N-(α-methylbenzyl)-carbamoyl]-5-chloromethyl-2,6-dimethylpyridine (21 g), the preparation of which is described in Example 6, is introduced into anhydrous methanol (50 ml). After dissolution, a solution of sodium (5.00 g) in methanol (50 ml) is run in. The reactants are BrCC(=O)OC (methyl bromoacetate), C(C)(C)[C@@H]1OC2=C(NC1=O)C=CC=C2C(C)C ((S)-2,8-diisopropyl-2H-1,4-benzoxazin-3(4H)-one), [H-].[Na+] (sodium hydride). Run in CN(C=O)C (dimethylformamide), O (water), CN(C=O)C (dimethylformamide), oil. Conditions: time 10 minute. The product is C(C)(C)[C@@H]1OC2=C(N(C1=O)CC(=O)OC)C=CC=C2C(C)C ((S)-methyl 3,4-dihydro-2,8-diisopropyl-3-oxo-2H-1,4-benzoxazine-4-acetate). The yield is 81.1%. RXN SMILES: [CH:1]([C@H:4]1[C:9](=[O:10])[NH:8][C:7]2[CH:11]=[CH:12][CH:13]=[C:14]([CH:15]([CH3:17])[CH3:16])[C:6]=2[O:5]1)([CH3:3])[CH3:2].[H-].[Na+].Br[CH2:21][C:22]([O:24][CH3:25])=[O:23]>CN(C)C=O.O>[CH:1]([C@H:4]1[C:9](=[O:10])[N:8]([CH2:21][C:22]([O:24][CH3:25])=[O:23])[C:7]2[CH:11]=[CH:12][CH:13]=[C:14]([CH:15]([CH3:17])[CH3:16])[C:6]=2[O:5]1)([CH3:3])[CH3:2] |f:1.2|. Procedure: To a solution of (S)-2,8-diisopropyl-2H-1,4-benzoxazin-3(4H)-one (4.66 g) in dimethylformamide (60 ml), was added portionwise 60% sodium hydride in oil (0.84 g). The mixture was stirred at room temperature for 10 minutes, and a solution of methyl bromoacetate (2.0 ml) in dimethylformamide (6.0 ml) was added thereto. The whole was stirred at room temperature for 30 minutes, diluted with water, and extracted with ethyl acetate. The ethyl acetate layer was washed with water, dried (MgSO4) and conce...